From a dataset of the Open Reaction Database (ORD), a public repository of structured organic reaction records. describe an organic reaction: reactants, conditions, products, and yield The reactants are C1CO1, CC(C)=O, CCOC(C)=O, CCO, Cl, CSc1ccc(C2CNCCc3cc(O)c(O)cc32)cc1. The product is Cl, CSc1ccc(C2CN(CCO)CCc3cc(O)c(O)cc32)cc1. As a reaction SMILES: [CH2:22]1[CH2:23][O:24]1.[CH3:26][C:27](=[O:28])[CH3:29].[CH3:30][CH2:31][O:32][C:33](=[O:34])[CH3:35].[CH3:36][CH2:37][OH:38].[ClH:25].[OH:1][c:2]1[cH:3][c:4]2[c:5]([cH:19][c:20]1[OH:21])[CH:6]([c:11]1[cH:12][cH:13][c:14]([S:17][CH3:18])[cH:15][cH:16]1)[CH2:7][NH:8][CH2:9][CH2:10]2>>[ClH:25].[OH:1][c:2]1[cH:3][c:4]2[c:5]([cH:19][c:20]1[OH:21])[CH:6]([c:11]1[cH:12][cH:13][c:14]([S:17][CH3:18])[cH:15][cH:16]1)[CH2:7][N:8]([CH2:22][CH2:23][OH:24])[CH2:9][CH2:10]2.